Dataset: the Open Reaction Database (ORD), a public repository of structured organic reaction records. Task: describe an organic reaction: reactants, conditions, products, and yield The reactants are OCC(O)CO (glycerol), Sephadex, C(CN(CC(=O)O)CC(=O)O)N(CC(=O)O)CC(=O)O (EDTA), [Cl-].[K+] (KCl), P(O)(=O)(OP(=O)(O)OP(=O)(O)O)OC[C@@H]1[C@H]([C@H]([C@@H](O1)N1C=NC=2C(=O)NC(N)=NC12)O)O (GTP). The solvent is C(C(CO)(CO)N)O.Cl (Tris-HCl). Yields the product C1C(=NC2=C(N1)NC(=NC2=O)N)[C@@H]([C@@H](COP(=O)(O)OP(=O)(O)OP(=O)(O)O)O)O (dihydroneopterin triphosphate). RXN SMILES: C(N(CC(O)=O)CC(O)=O)CN(CC(O)=O)CC(O)=O.[Cl-].[K+].OCC(CO)O.[P:29]([O:41][CH2:42][C@H:43]1[O:47][C@@H:46]([N:48]2[C:58]3[N:57]=[C:55]([NH2:56])[NH:54][C:52](=[O:53])[C:51]=3[N:50]=C2)[C@H:45](O)[C@@H:44]1[OH:60])([O:32][P:33]([O:36][P:37]([OH:40])([OH:39])=[O:38])([OH:35])=[O:34])(=[O:31])[OH:30]>C(O)C(N)(CO)CO.Cl>[CH2:46]1[NH:48][C:58]2[NH:57][C:55]([NH2:56])=[N:54][C:52](=[O:53])[C:51]=2[N:50]=[C:45]1[C@H:44]([OH:60])[C@H:43]([OH:47])[CH2:42][O:41][P:29]([O:32][P:33]([O:36][P:37]([OH:40])([OH:39])=[O:38])([OH:35])=[O:34])([OH:30])=[O:31] |f:1.2,5.6|. Procedure: Sephadex G-25 eluates were prepared in 0.1 M Tris-HCl, pH 7.8, 5 mM EDTA, 0.3 M KCl, and 10% (v/v) glycerol. The eluate was incubated with 2 mM GTP for 90 min at 37° C. in the dark. The dihydroneopterin triphosphate formed was oxidized to neopterin triphosphate with 0.1 M HCl, 0.01 M I2 for 1 hour in the dark at room temperature. Precipitate was removed by centrifugation at 10,000×g for 5 min. Excess iodine was reduced by 0.1 M ascorbic acid and the acid neutralized by adding 1 M NaOH. Neopterin... Reactants: COC=1C=C(C=C(C1)C)CC#N (3-Methoxy-5-methylphenylacetonitrile), [OH-].[K+] (KOH), O.CC(C)O (water i-PrOH). Conditions: temperature 120 celsius, time 8 hour. The product is COC=1C=C(C=C(C1)C)CC(=O)O (3-Methoxy-5-methylphenylacetic Acid). Yield: 80.0%. Reaction SMILES: [CH3:1][O:2][C:3]1[CH:4]=[C:5]([CH2:10][C:11]#N)[CH:6]=[C:7]([CH3:9])[CH:8]=1.[OH-:13].[K+].[OH2:15].CC(O)C>>[CH3:1][O:2][C:3]1[CH:4]=[C:5]([CH2:10][C:11]([OH:15])=[O:13])[CH:6]=[C:7]([CH3:9])[CH:8]=1 |f:1.2,3.4|. Procedure details: A solution of 3-methoxy-5-methylphenylacetonitrile (9 g; 0.06 mol; from step (ii) above) and KOH (17 g; 0.3 mol) in 150 mL of water:i-PrOH (2:1) was heated while stirring in an autoclave at 120° C. overnight and then at room temperature for 2 days. The reaction mixture was concentrated and extracted with ether. The aqueous phase was acidified and extracted twice with ether. The combined organic layers were washed with water, dried (Na2SO4), and evaporated to a residue which was dissolved in EtOH... Procedure details: methyl 2″-({(4S,5R)-5-[3,5-bis(trifluoromethyl)phenyl]-4-methyl-2-oxo-1,3-oxazolidin-3-yl}methyl)-4′-methoxy-2-methyl-4″-(trifluoromethyl)-1,1′:3′,1″-terphenyl-4-carboxylate (20 mg, 0.0276 mmol), aqueous potassium hydroxide (300 μL, 3M, 0.90 mmol) and ethanol (2 mL) were stirred at 20° C. for 2 hours and 20 minutes to complete the hydrolysis. The reaction mixture was acidified by acetic acid. The mixture was purified by preparative TLC on silica gel, (eluted with AcOH/EtOAc/hexanes=5/25/70, v/v)... Starting materials: FC(C=1C=C(C=C(C1)C(F)(F)F)[C@@H]1[C@@H](N(C(O1)=O)CC1=C(C=CC(=C1)C(F)(F)F)C=1C=C(C=CC1OC)C1=C(C=C(C=C1)C(=O)OC)C)C)(F)F (methyl 2″-({(4S,5R)-5-[3,5-bis(trifluoromethyl)phenyl]-4-methyl-2-oxo-1,3-oxazolidin-3-yl}methyl)-4′-methoxy-2-methyl-4″-(trifluoromethyl)-1,1′:3′,1″-terphenyl-4-carboxylate), [OH-].[K+] (potassium hydroxide), C(C)O (ethanol). The solvent is C(C)(=O)O (acetic acid). Reaction SMILES: [F:1][C:2]([F:51])([F:50])[C:3]1[CH:4]=[C:5]([C@H:13]2[O:17][C:16](=[O:18])[N:15]([CH2:19][C:20]3[CH:25]=[C:24]([C:26]([F:29])([F:28])[F:27])[CH:23]=[CH:22][C:21]=3[C:30]3[CH:31]=[C:32]([C:38]4[CH:43]=[CH:42][C:41]([C:44]([O:46]C)=[O:45])=[CH:40][C:39]=4[CH3:48])[CH:33]=[CH:34][C:35]=3[O:36][CH3:37])[C@H:14]2[CH3:49])[CH:6]=[C:7]([C:9]([F:12])([F:11])[F:10])[CH:8]=1.[OH-].[K+].C(O)C>C(O)(=O)C>[F:12][C:9]([F:10])([F:11])[C:7]1[CH:6]=[C:5]([C@H:13]2[O:17][C:16](=[O:18])[N:15]([CH2:19][C:20]3[CH:25]=[C:24]([C:26]([F:29])([F:28])[F:27])[CH:23]=[CH:22][C:21]=3[C:30]3[CH:31]=[C:32]([C:38]4[CH:43]=[CH:42][C:41]([C:44]([OH:46])=[O:45])=[CH:40][C:39]=4[CH3:48])[CH:33]=[CH:34][C:35]=3[O:36][CH3:37])[C@H:14]2[CH3:49])[CH:4]=[C:3]([C:2]([F:1])([F:51])[F:50])[CH:8]=1 |f:1.2|. Product: FC(C=1C=C(C=C(C1)C(F)(F)F)[C@@H]1[C@@H](N(C(O1)=O)CC1=C(C=CC(=C1)C(F)(F)F)C=1C=C(C=CC1OC)C1=C(C=C(C=C1)C(=O)O)C)C)(F)F (2″-({(4S,5R)-5-[3,5-bis(trifluoromethyl)phenyl]-4-methyl-2-oxo-1,3-oxazolidin-3-yl}methyl)-4′-methoxy-2-methyl-4″-(trifluoromethyl)-1,1′:3′,1″-terphenyl-4-carboxylic acid). Reactants: COC=1C=CC(=CC1)P2(=S)SP(=S)(S2)C=3C=CC(=CC3)OC (Lawesson's reagent), NC=1C=C(C=CC1)C1(COCC(N1)=O)C (5-(3-amino-phenyl)-5-methyl-morpholin-3-one). The solvent is COCCOC (1,2-dimethoxyethane). Reaction conditions: temperature 80 celsius, time 18 hour. The product is NC=1C=C(C=CC1)C1(COCC(N1)=S)C ((RS)-5-(3-amino-phenyl)-5-methyl-morpholine-3-thione). Reaction SMILES: COC1C=CC(P2(SP(C3C=CC(OC)=CC=3)(=S)S2)=[S:10])=CC=1.[NH2:23][C:24]1[CH:25]=[C:26]([C:30]2([CH3:37])[NH:35][C:34](=O)[CH2:33][O:32][CH2:31]2)[CH:27]=[CH:28][CH:29]=1>COCCOC>[NH2:23][C:24]1[CH:25]=[C:26]([C:30]2([CH3:37])[NH:35][C:34](=[S:10])[CH2:33][O:32][CH2:31]2)[CH:27]=[CH:28][CH:29]=1. Procedure details: Lawesson's reagent (0.69 g, 1.64 mmol, 1.3 eq.) was added in one portion to a suspension of 5-(3-amino-phenyl)-5-methyl-morpholin-3-one (0.26 g, 1.26 mmol) in 1,2-dimethoxyethane (10 ml); the reaction mixture was stirred at 80° C. for 18 hours. After complete conversion, the solvent was partially removed at reduced pressure and the dark orange oil diluted with dichloromethane (5 ml) before washing with 1 M HCl (2×5 ml). The aqueous phase was brought to pH 8 and extracted with dichloromethane (4×... Reactants: Example 1 ( b ), Br.ClC1=CC(=C(C=C1)N=C1SCC(N1C)(O)C1=CC(=C(C=C1)Cl)S(N(C)C)(=O)=O)OC (2-(4-chloro-2-methoxyphenyl-imino)-4-(4-chloro-3-dimethylsulfamoylphenyl)-3-methylthiazolidin-4-ol hydrobromide). Solvent: C(=O)O (formic acid). Yields the product Br.ClC1=CC(=C(C=C1)N=C1SC=C(N1C)C1=CC(=C(C=C1)Cl)S(N(C)C)(=O)=O)OC (2-(4-Chloro-2-methoxyphenyl-imino)-4-(4-chloro-3-dimethylsulfamoylphenyl)-3-methyl-4-thiazoline hydrobromide). RXN SMILES: [BrH:1].[Cl:2][C:3]1[CH:8]=[CH:7][C:6]([N:9]=[C:10]2[N:14]([CH3:15])[C:13]([C:17]3[CH:22]=[CH:21][C:20]([Cl:23])=[C:19]([S:24](=[O:29])(=[O:28])[N:25]([CH3:27])[CH3:26])[CH:18]=3)(O)[CH2:12][S:11]2)=[C:5]([O:30][CH3:31])[CH:4]=1>C(O)=O>[BrH:1].[Cl:2][C:3]1[CH:8]=[CH:7][C:6]([N:9]=[C:10]2[N:14]([CH3:15])[C:13]([C:17]3[CH:22]=[CH:21][C:20]([Cl:23])=[C:19]([S:24](=[O:29])(=[O:28])[N:25]([CH3:26])[CH3:27])[CH:18]=3)=[CH:12][S:11]2)=[C:5]([O:30][CH3:31])[CH:4]=1 |f:0.1,3.4|. Procedure: Obtained by a procedure analogous to that indicated in Example 1 (b), from 2-(4-chloro-2-methoxyphenyl-imino)-4-(4-chloro-3-dimethylsulfamoylphenyl)-3-methylthiazolidin-4-ol hydrobromide, by boiling for 30 minutes in formic acid, then distilling off the solvent, treating the residue with ethyl acetate or diisopropyl ether and filtering off the solid. Melting point 244° C. (with decomposition).